From a dataset of the Open Reaction Database (ORD), a public repository of structured organic reaction records. describe an organic reaction: reactants, conditions, products, and yield Reported procedure: Prepared by treatment of 4,6-dichloro-5-nitropyrimidine with N-benzylphenylethylamine, followed by reaction with 2-(1 H-imidazol-1 -yl)-methylimidazole, reduction with tin (II) chloride, cyclization with carbonyidiimidazole, and hydrogenation with palladium on carbon in ethanol containing 1.1 eq. NaOH at 50 psi and 50° C. The reactants are ClC1=NC=NC(=C1[N+](=O)[O-])Cl (4,6-dichloro-5-nitropyrimidine), C(C1=CC=CC=C1)NCCC1=CC=CC=C1 (N-benzylphenylethylamine), [OH-].[Na+] (NaOH), N1(C=NC=C1)C=1NC=C(N1)C (2-(1 H-imidazol-1 -yl)-methylimidazole), [Sn](Cl)Cl (tin (II) chloride), C(=O)(N1C=NC=C1)N1C=NC=C1 (carbonyidiimidazole), C(C)O (ethanol). Reaction SMILES: Cl[C:2]1[C:7]([N+:8]([O-])=O)=[C:6](Cl)[N:5]=[CH:4][N:3]=1.C([NH:19][CH2:20][CH2:21][C:22]1[CH:27]=[CH:26][CH:25]=[CH:24][CH:23]=1)C1C=CC=CC=1.N1([C:33]2[NH:34][CH:35]=[C:36]([CH3:38])[N:37]=2)C=CN=C1.[Sn](Cl)Cl.[C:42](N1C=CN=C1)([N:44]1[CH:48]=[CH:47][N:46]=[CH:45]1)=O.C([OH:56])C.[OH-].[Na+]>[Pd]>[N:44]1([CH2:42][C:33]2[N:37]3[C:36]([C:38](=[O:56])[NH:8][C:7]4[C:2]([NH:19][CH2:20][CH2:21][C:22]5[CH:23]=[CH:24][CH:25]=[CH:26][CH:27]=5)=[N:3][CH:4]=[N:5][C:6]=43)=[CH:35][N:34]=2)[CH:48]=[CH:47][N:46]=[CH:45]1 |f:6.7|. Product: N1(C=NC=C1)CC1=NC=C2C(NC=3C(=NC=NC3N21)NCCC2=CC=CC=C2)=O (9-(1H-imidazol-1-yl)methyl-4-[(2-phenylethyl)amino]imidazo[5,1-h]pteridin-6(5H)-one). Reagents/catalysts: [Pd] (palladium on carbon). Reactants: CC(CC(=O)NC=1C=C2C=C(N(C2=CC1)C1=CC=CC=C1)C(=O)O)(C)C (5-[(3,3-dimethylbutanoyl)amino]-1-phenyl-1H-indole-2-carboxylic acid), NC1=CC=C(C=C1)NC(OC(C)(C)C)=O (tert-butyl 4-aminophenylcarbamate), CN(CCCN=C=NCC)C (N′-(3-dimethylaminopropyl)-N-ethylcarbodiimide), Cl (HCl). The reagents and catalysts are CN(C1=CC=NC=C1)C (4-dimethylaminopyridine). Run in ClCCl (dichloromethane). Run at time 3 hour. Product: CC(CC(=O)NC=1C=C2C=C(N(C2=CC1)C1=CC=CC=C1)C(=O)NC1=CC=C(C=C1)NC(OC(C)(C)C)=O)(C)C (tert-Butyl 4-[({5-[(3,3-dimethylbutanoyl)amino]-1-phenyl-1H-indol-2-yl}carbonyl)-amino]phenylcarbamate). Reaction SMILES: [CH3:1][C:2]([CH3:26])([CH3:25])[CH2:3][C:4]([NH:6][C:7]1[CH:8]=[C:9]2[C:13](=[CH:14][CH:15]=1)[N:12]([C:16]1[CH:21]=[CH:20][CH:19]=[CH:18][CH:17]=1)[C:11]([C:22](O)=[O:23])=[CH:10]2)=[O:5].CN(C)CCCN=C=NCC.Cl.[NH2:39][C:40]1[CH:45]=[CH:44][C:43]([NH:46][C:47](=[O:53])[O:48][C:49]([CH3:52])([CH3:51])[CH3:50])=[CH:42][CH:41]=1>CN(C)C1C=CN=CC=1.ClCCl>[CH3:25][C:2]([CH3:1])([CH3:26])[CH2:3][C:4]([NH:6][C:7]1[CH:8]=[C:9]2[C:13](=[CH:14][CH:15]=1)[N:12]([C:16]1[CH:17]=[CH:18][CH:19]=[CH:20][CH:21]=1)[C:11]([C:22]([NH:39][C:40]1[CH:41]=[CH:42][C:43]([NH:46][C:47](=[O:53])[O:48][C:49]([CH3:51])([CH3:50])[CH3:52])=[CH:44][CH:45]=1)=[O:23])=[CH:10]2)=[O:5]. Reported procedure: 75 mg (0.21 mmol) of 5-[(3,3-dimethylbutanoyl)amino]-1-phenyl-1H-indole-2-carboxylic acid from Example LIX, 61.55 mg (0.32 mmol) of N′-(3-dimethylaminopropyl)-N-ethylcarbodiimide×HCl and 13.1 mg (0.11 mmol) of 4-dimethylaminopyridine are initially charged in 4 ml of dichloromethane. 44.6 mg (0.21 mmol) of tert-butyl 4-aminophenylcarbamate are added, and the mixture is stirred at RT for 3 hours. For work-up, the mixture is diluted and extracted with aqueous hydrochloric acid and dichloromethane. ... Starting materials: O (Water), [Al+3].[Cl-].[Cl-].[Cl-] (AlCl3), C(Cl)(Cl)Cl (CHCl3), C1(=CC=CC=C1)SC (thioanisole), CC(C(=O)Cl)CC (2-methylbutyryl chloride). Conditions: time 20 minute. Yields the product CC(C(=O)C=1SC=CC1)(CC)C (Methylthiophenyl-2-methyl-1-butanone). RXN SMILES: [Al+3].[Cl-].[Cl-].[Cl-].[CH3:5][CH:6]([CH2:10][CH3:11])[C:7](Cl)=[O:8].[C:12]1([S:18][CH3:19])[CH:17]=[CH:16]C=CC=1.O.[CH:21](Cl)(Cl)Cl>>[CH3:5][C:6]([CH3:21])([CH2:10][CH3:11])[C:7]([C:19]1[S:18][CH:12]=[CH:17][CH:16]=1)=[O:8] |f:0.1.2.3|. Reported procedure: To a suspension of AlCl3 (35.4 g) in CHCl3 (500 mL) at -10° C. was added dropwise 2-methylbutyryl chloride (31.3 g) followed by thioanisole (31.2 mL). The mixture was then stirred at r.t. for 20 min. and was then cooled back to 0° C. Water (200 mL) was then added over 30 min. The CHCl3 layer was separated and dried over MgSO4. After filtration and removal of the solvent, the residue was dried under vacuum at 80° C. for 2 h to give 35 g of the title compound. Starting materials: C(C1=CC=CC=C1)OC1=CC=CC2=C1C(=NO2)O (4-(Benzyloxy)-1,2-benzisoxazol-3-ol), OCC1CCN(CC1)C(=O)OC(C)(C)C (tert-butyl 4-(hydroxymethyl)-piperidine-1-carboxylate), OCCC1CCN(CC1)C(=O)OC(C)(C)C (tert-butyl 4-(2-hydroxyethyl)-piperidine-1-carboxylate). Product: C(C1=CC=CC=C1)OC1=CC=CC2=C1C(=NO2)OCC2CCN(CC2)C(=O)OC(C)(C)C (tert-Butyl 4-({[4-(benzyloxy)-1,2-benzisoxazol-3-yl]oxy}methyl)piperidine-1-carboxylate). RXN SMILES: [CH2:1]([O:8][C:9]1[C:14]2[C:15]([OH:18])=[N:16][O:17][C:13]=2[CH:12]=[CH:11][CH:10]=1)[C:2]1[CH:7]=[CH:6][CH:5]=[CH:4][CH:3]=1.O[CH2:20][CH:21]1[CH2:26][CH2:25][N:24]([C:27]([O:29][C:30]([CH3:33])([CH3:32])[CH3:31])=[O:28])[CH2:23][CH2:22]1.OCCC1CCN(C(OC(C)(C)C)=O)CC1>>[CH2:1]([O:8][C:9]1[C:14]2[C:15]([O:18][CH2:20][CH:21]3[CH2:26][CH2:25][N:24]([C:27]([O:29][C:30]([CH3:31])([CH3:33])[CH3:32])=[O:28])[CH2:23][CH2:22]3)=[N:16][O:17][C:13]=2[CH:12]=[CH:11][CH:10]=1)[C:2]1[CH:3]=[CH:4][CH:5]=[CH:6][CH:7]=1. Reported procedure: The title compound was prepared according to the procedure described in Step 3 of EXAMPLE 8 using 4-(benzyloxy)-1,2-benzisoxazol-3-ol (EXAMPLE 7, Step 1) and tert-butyl 4-(hydroxymethyl)-piperidine-1-carboxylate instead of 4-(benzyloxy)-1,2-benzisoxazol-3-ol and tert-butyl 4-(2-hydroxyethyl)-piperidine-1-carboxylate.